This data is from the Open Reaction Database (ORD), a public repository of structured organic reaction records. The task is: describe an organic reaction: reactants, conditions, products, and yield Yield: 23.0%. Solvent: N1=CC=CC=C1 (pyridine). Reaction conditions: temperature 100 celsius, time 30 minute. Procedure details: To 550 mg of pyridine were added 185 mg of 5-amino-1-(6-amino-3 , 5-difluoropyridine-2-yl)-8-chloro-6,7-difluoro-4-oxo-1,4-dihydroquinoline-3-carboxylic acid, 110 mg of 3-aminoazetidine dihydrochloride, and 200 mg of N-methylpyrrolidine, and the mixture was stirred at 100° C. for 30 minutes, and concentrated under reduced pressure. After adding 2 ml of ethanol, the mixture was stirred, and the precipitate was collected by filtration and washed with ethanol and diisopropylether successively to ob... RXN SMILES: [NH2:1][C:2]1[C:11]([F:12])=[C:10](F)[C:9]([Cl:14])=[C:8]2[C:3]=1[C:4](=[O:27])[C:5]([C:24]([OH:26])=[O:25])=[CH:6][N:7]2[C:15]1[C:20]([F:21])=[CH:19][C:18]([F:22])=[C:17]([NH2:23])[N:16]=1.Cl.Cl.[NH2:30][CH:31]1[CH2:34][NH:33][CH2:32]1.CN1CCCC1>N1C=CC=CC=1>[NH2:1][C:2]1[C:11]([F:12])=[C:10]([N:33]2[CH2:34][CH:31]([NH2:30])[CH2:32]2)[C:9]([Cl:14])=[C:8]2[C:3]=1[C:4](=[O:27])[C:5]([C:24]([OH:26])=[O:25])=[CH:6][N:7]2[C:15]1[C:20]([F:21])=[CH:19][C:18]([F:22])=[C:17]([NH2:23])[N:16]=1 |f:1.2.3|. Reactants: NC1=C2C(C(=CN(C2=C(C(=C1F)F)Cl)C1=NC(=C(C=C1F)F)N)C(=O)O)=O (5-amino-1-(6-amino-3 , 5-difluoropyridine-2-yl)-8-chloro-6,7-difluoro-4-oxo-1,4-dihydroquinoline-3-carboxylic acid), Cl.Cl.NC1CNC1 (3-aminoazetidine dihydrochloride), CN1CCCC1 (N-methylpyrrolidine). The product is NC1=C2C(C(=CN(C2=C(C(=C1F)N1CC(C1)N)Cl)C1=NC(=C(C=C1F)F)N)C(=O)O)=O (5-amino-7-(3-aminoazetidine-1-yl)-1-(6-amino-3,5-difluoropyridine-2-yl)-8-chloro-6-fluoro-4-oxo-1,4-dihydroquinoline-3-carboxylic acid). Reactants: CN(CCCCN=C=NCC)C ((4-dimethylamino-butyl)-ethyl-carbodiimide), CN1CCOCC1 (NMM), C(=O)(OCC1=CC=CC=C1)N1[C@@H](CCCC1)C(=O)O ((S)-1-(Carbobenzyloxy)-2-piperidinecarboxylic acid), Cl.NCC(=O)C1=CC=CC=C1 (2-amino-1phenyl-ethanone hydrochloride), ON1N=NC2=C1C=CC=C2 (HOBT). Solvent: O (water), ClCCl (dichloromethane). Reaction conditions: temperature 0 celsius. Yields the product C1(=CC=CC=C1)C=1N=C(NC1)C1NCCCC1 (2-(4-phenyl-1H-imidazol-2-yl)-piperidine), C(C1=CC=CC=C1)OC(=O)N1C(CCCC1)C(NCC(C1=CC=CC=C1)=O)=O (2-(2-oxo-2-phenyl-ethylcarbamoyl)-piperidine-1-carboxylic acid benzyl ester). Reaction SMILES: [C:1]([N:11]1[CH2:16][CH2:15][CH2:14][CH2:13][C@H:12]1[C:17]([OH:19])=O)([O:3][CH2:4][C:5]1[CH:10]=[CH:9][CH:8]=[CH:7][CH:6]=1)=[O:2].Cl.[NH2:21][CH2:22][C:23]([C:25]1[CH:30]=[CH:29][CH:28]=[CH:27][CH:26]=1)=[O:24].O[N:32]1[C:36]2[CH:37]=[CH:38][CH:39]=[CH:40][C:35]=2[N:34]=N1.CN(C)CCCCN=C=NCC.CN1CCOCC1>ClCCl.O>[C:25]1([C:23]2[N:34]=[C:35]([CH:40]3[CH2:39][CH2:38][CH2:37][CH2:36][NH:32]3)[NH:21][CH:22]=2)[CH:30]=[CH:29][CH:28]=[CH:27][CH:26]=1.[CH2:4]([O:3][C:1]([N:11]1[CH2:16][CH2:15][CH2:14][CH2:13][CH:12]1[C:17](=[O:19])[NH:21][CH2:22][C:23](=[O:24])[C:25]1[CH:30]=[CH:29][CH:28]=[CH:27][CH:26]=1)=[O:2])[C:5]1[CH:6]=[CH:7][CH:8]=[CH:9][CH:10]=1 |f:1.2|. Procedure details: (S)-1-(Carbobenzyloxy)-2-piperidinecarboxylic acid (15.8 g, 60 mmol), 2-amino-1phenyl-ethanone hydrochloride (10.30 g, 60 mmol), and HOBT (1-hydroxybenzo-triazole) (16.20 g, 120 mmol) were mixed in dichloromethane (400 mL). The stirring mixture was cooled to 0° C. and then (4-dimethylamino-butyl)-ethyl-carbodiimide (14.90 g, 78 mmol) and NMM (N-methyl-morpholine) (7.27 g, 72 mmol) were added. The reaction mixture was then warmed to room temperature. After 16 hours the reaction mixture was treate... Reactants: C1CCN[C@@H](C1)C(=O)O (L-pipecolinic acid), Cl (HCl). Solvent: CO (methanol). Yields the product C1CCN[C@@H](C1)C(=O)O.Cl (L-pipecolic acid hydrochloride). Reaction SMILES: [CH2:1]1[CH2:6][C@@H:5]([C:7]([OH:9])=[O:8])[NH:4][CH2:3][CH2:2]1.[ClH:10]>CO>[CH2:1]1[CH2:6][C@@H:5]([C:7]([OH:9])=[O:8])[NH:4][CH2:3][CH2:2]1.[ClH:10] |f:3.4|. Reported procedure: A solution of 150 g of L-pipecolinic acid (1170 mmol) in methanol (3000 ml) was stirred at room temperature for 10 to 15 min, after which was added 900 mL of saturated methanolic HCl slowly over a period of 20 to 30 min; stirring continued until a clear solution was formed (after about 20 to 30 min). The methanol was then removed by vacuum distillation and the solid obtained was dried to give pure L-pipecolic acid hydrochloride (192.3 g) Starting materials: C(#N)C=1C=C(C=CC1)C=1N(C=C2N(C(N(C(C21)=O)C)=O)C)CCCCC(=O)N(C)OC (5-(5-(3-cyanophenyl)-1,3-dimethyl-2,4-dioxo-3,4-dihydro-1H-pyrrolo[3,4-d]pyrimidin-6(2H)-yl)-N-methoxy-N-methylpentanamide), BrC=1SC=C(N1)Cl (2-bromo-4-chlorothiazole). Product: ClC=1N=C(SC1)C(CCCCN1C=C2N(C(N(C(C2=C1C=1C=C(C#N)C=CC1)=O)C)=O)C)=O (3-(6-(5-(4-Chlorothiazol-2-yl)-5-oxopentyl)-1,3-dimethyl-2,4-dioxo-2,3,4,6-tetrahydro-1H-pyrrolo[3,4-d]pyrimidin-5-yl)benzonitrile). As a reaction SMILES: [C:1]([C:3]1[CH:4]=[C:5]([C:9]2[N:10]([CH2:22][CH2:23][CH2:24][CH2:25][C:26](N(OC)C)=[O:27])[CH:11]=[C:12]3[C:17]=2[C:16](=[O:18])[N:15]([CH3:19])[C:14](=[O:20])[N:13]3[CH3:21])[CH:6]=[CH:7][CH:8]=1)#[N:2].Br[C:33]1[S:34][CH:35]=[C:36]([Cl:38])[N:37]=1>>[Cl:38][C:36]1[N:37]=[C:33]([C:26](=[O:27])[CH2:25][CH2:24][CH2:23][CH2:22][N:10]2[C:9]([C:5]3[CH:4]=[C:3]([CH:8]=[CH:7][CH:6]=3)[C:1]#[N:2])=[C:17]3[C:12]([N:13]([CH3:21])[C:14](=[O:20])[N:15]([CH3:19])[C:16]3=[O:18])=[CH:11]2)[S:34][CH:35]=1. Procedure: The title compound was prepared from 5-(5-(3-cyanophenyl)-1,3-dimethyl-2,4-dioxo-3,4-dihydro-1H-pyrrolo[3,4-d]pyrimidin-6(2H)-yl)-N-methoxy-N-methylpentanamide and 2-bromo-4-chlorothiazole by a method similar to Example 13, step 3; Starting materials: product, mixture, Cl (hydrochloric acid), C(C(O)C(C(=O)O)CC(=O)O)(=O)O (isocitric acid), [OH-].[Ca+2].[OH-] (calcium hydroxide), [OH-].[Ca+2].[OH-] (calcium hydroxide), lactones. Solvent: O (water). Reaction conditions: temperature 75 celsius, time 2 hour. The product is C(/C(=C\C(=O)O)/C(=O)O)C(=O)O (transaconitic acid). Isolated yield 60.0%. Reaction SMILES: [OH-].[Ca+2].[OH-].Cl.[C:5]([OH:17])(=[O:16])[CH:6]([CH:8]([CH2:12][C:13]([OH:15])=[O:14])[C:9]([OH:11])=[O:10])O>O>[CH2:12]([C:13]([OH:15])=[O:14])/[C:8](/[C:9]([OH:11])=[O:10])=[CH:6]\[C:5]([OH:17])=[O:16] |f:0.1.2|. Procedure: Thirty one grams (0.1 mole) of product prepared as in Example I-B is mixed with 200 mls water. Thirty grams (0.4 mole) calcium hydroxide is added slowly while the pH of the reaction medium is maintained at 10-10.5 and the temperature is kept between 70° and 75° C. After the addition of calcium hydroxide is complete, the reaction mixture is stirred at 75° C. for an additional two hours and then cooled. 90 grams of a 20% by weight hydrochloric acid solution is added slowly to a pH of 1.3 and the r... Reactants: C1(=CC=CC=C1)P(C1=CC=CC=C1)C1=CC=CC=C1 (triphenylphosphine), CC(CC(=O)OC)(CO)C (Methyl 3,3-dimethyl-4-hydroxybutanoate), S1C(=CC=C1)CC(=O)O (thiolacetic acid), N(=NC(=O)OCC)C(=O)OCC (DEAD). Solvent: C1CCOC1 (THF), C1CCOC1 (THF). Run at temperature 0 celsius, time 30 minute. Yields the product C(C)(=O)SCC(CC(=O)OC)(C)C (Methyl 4-(acetylthio)-3,3-dimethylbutanoate). RXN SMILES: C1(P(C2C=CC=CC=2)C2C=CC=CC=2)C=CC=CC=1.N(C(OCC)=O)=NC([O:24][CH2:25][CH3:26])=O.[CH3:32][C:33]([CH3:41])([CH2:39]O)[CH2:34][C:35]([O:37][CH3:38])=[O:36].[S:42]1C=CC=C1CC(O)=O>C1COCC1>[C:25]([S:42][CH2:39][C:33]([CH3:41])([CH3:32])[CH2:34][C:35]([O:37][CH3:38])=[O:36])(=[O:24])[CH3:26]. Reported procedure: To a solution of triphenylphosphine (107.8 g, 0.411 mol) in THF (700 mL) maintained at 0° C. was added dropwise DEAD (diethyl azodicarboxylate) (64.7 mL, 0.411 mol) and the mixture was stirred at 0° C. for 30 min until the complex was precipitated. A solution of the alcohol of Step 8 (30 g, 0.205 mol) and thiolacetic acid (29.4 mL, 0.411 mol) in THF (300 mL) was then added dropwise (mechanical stirring). After 4 days at 4° C. the reaction mixture was evaporated to dryness, the white precipitate ... The reactants are CC=1N=C2N(C(C1CCCl)=O)C=CC=C2 (2-methyl-3-(2-chloroethyl)-4H-pyrido[1,2-a)pyrimidin-4-one), ClC=1C=C(C=CC1)N1CCNCC1 (1-(m-chlorophenyl)piperazine). Run in C1(=CC=CC=C1)C (toluene). Product: CC=1N=C2N(C(C1CCN1CCN(CC1)C1=CC(=CC=C1)Cl)=O)C=CC=C2 (2-Methyl-3-[2-(4-m-chlorophenyl-1-piperazinyl)ethyl]-4H-pyrido[1,2-a]pyrimidin-4-one). The yield is 39.7%. Reaction SMILES: [CH3:1][C:2]1[N:3]=[C:4]2[CH:15]=[CH:14][CH:13]=[CH:12][N:5]2[C:6](=[O:11])[C:7]=1[CH2:8][CH2:9]Cl.[Cl:16][C:17]1[CH:18]=[C:19]([N:23]2[CH2:28][CH2:27][NH:26][CH2:25][CH2:24]2)[CH:20]=[CH:21][CH:22]=1>C1(C)C=CC=CC=1>[CH3:1][C:2]1[N:3]=[C:4]2[CH:15]=[CH:14][CH:13]=[CH:12][N:5]2[C:6](=[O:11])[C:7]=1[CH2:8][CH2:9][N:26]1[CH2:25][CH2:24][N:23]([C:19]2[CH:20]=[CH:21][CH:22]=[C:17]([Cl:16])[CH:18]=2)[CH2:28][CH2:27]1. Reported procedure: A mixture of 1.1 g of 2-methyl-3-(2-chloroethyl)-4H-pyrido[1,2-a)pyrimidin-4-one, 2.95 g of 1-(m-chlorophenyl)piperazine and 15 ml of toluene was refluxed with heating for 30 hours. After completion of the reaction, the reaction mixture was filtered while hot. The filtrate was concentrated under reduced pressure, and the residue was purified by means of column chromatography using alumina. The product was then recrystallized from a mixture of benzene - n-hexane to give 0.75 g of the desired comp...